This data is from the Open Reaction Database (ORD), a public repository of structured organic reaction records. The task is: describe an organic reaction: reactants, conditions, products, and yield Reaction conditions: time 1 hour. Reactants: C(C1=CC=CC=C1)O (benzyl alcohol), [H-].[Na+] (sodium hydride), ClC1=CC=NC=C1 (4-chloropyridine). Procedure: To a suspension of sodium hydride (80% dispersed in oil, 876 mg, 29.2 mmol) in DMSO (10 ml) was added benzyl alcohol (3 ml, 29.2 mmol) and the mixture stirred at room temperature for 1 hour. To this was added 4-chloropyridine (3.3 g, 29.2 mmol) and the reaction stirred at room temperature overnight. The precipitated sodium chloride was removed by filtration and the filtrate diluted with water (100 ml) and extracted with ether (3×120 ml). The combined organic layers were dried (MgSO4) and evapora... Isolated yield 88.7%. Solvent: CS(=O)C (DMSO). Product: C(C1=CC=CC=C1)OC1=CC=NC=C1 (4-Benzyloxypyridine). RXN SMILES: [H-].[Na+].[CH2:3]([OH:10])[C:4]1[CH:9]=[CH:8][CH:7]=[CH:6][CH:5]=1.Cl[C:12]1[CH:17]=[CH:16][N:15]=[CH:14][CH:13]=1>CS(C)=O>[CH2:3]([O:10][C:12]1[CH:17]=[CH:16][N:15]=[CH:14][CH:13]=1)[C:4]1[CH:9]=[CH:8][CH:7]=[CH:6][CH:5]=1 |f:0.1|. Reactants: C1OC23[C@]4(C)[C@@H](CC2(OCCO3)OC1)[C@@H]1[C@@H](CC3CCCC[C@]3(C)[C@H]1CC4)C=O (17,17-bis(ethylendioxy)-7α-formylandrostane), C=C1C[C@H]2[C@@H]3CCC([C@@]3(C)CC[C@@H]2[C@]2(CCC(CC12)=O)C)=O (6-methyleneandrostane-3,17-dione). The product is C(=O)[C@H]1[C@H]2[C@@H]3CCC([C@@]3(C)CC[C@@H]2[C@]2(CCC(CC2C1)=O)C)=O (7α-Formylandrostane-3,17-dione). Isolated yield 85.0%. Reported procedure: 7α-Formylandrostane-3,17-dione was prepared in 85% yield from 3,3:17,17-bis(ethylendioxy)-7α-formylandrostane (2.36 g) by the procedure described above for the preparation of 6-methyleneandrostane-3,17-dione (II-ac, Prepn. 13). 1H-NMR (300 MHz, acetone-d6, ppm from TMS): δ 9.95 (1H, d), 2.57-0.80 (21H, m), 0.95 (3H, s), 0.80 (3H, s). RXN SMILES: [CH2:1]1COC23OCCOC2([C@]2(CC[C@H]4[C@@H]([C@H](C=O)CC5[C@]4(C)CCCC5)[C@@H]2C3)C)[O:2]1.C=[C:31]1[CH:48]2[C@:43]([CH3:50])([CH2:44][CH2:45][C:46](=[O:49])[CH2:47]2)[C@@H:42]2[C@H:33]([C@H:34]3[C@@:38]([CH2:40][CH2:41]2)([CH3:39])[C:37](=[O:51])[CH2:36][CH2:35]3)[CH2:32]1>>[CH:1]([C@@H:32]1[CH2:31][CH:48]2[C@:43]([CH3:50])([CH2:44][CH2:45][C:46](=[O:49])[CH2:47]2)[C@@H:42]2[C@@H:33]1[C@H:34]1[C@@:38]([CH2:40][CH2:41]2)([CH3:39])[C:37](=[O:51])[CH2:36][CH2:35]1)=[O:2].